This data is from the Open Reaction Database (ORD), a public repository of structured organic reaction records. The task is: describe an organic reaction: reactants, conditions, products, and yield Reactants: C(C)OC=1C=C(C=CC1OC)C(CS(=O)(=O)C)=O (1-(3-ethoxy-4-methoxyphenyl)-2-(methylsulfonyl)ethanone). Reagents/catalysts: CC1=CC=C(C=C1)C(C)C.CC1=CC=C(C=C1)S(=O)(=O)[N-][C@@H](C2=CC=CC=C2)[C@H](C3=CC=CC=C3)N.Cl[Ru+] (RuCl(p-cymene)[(S,S)-Ts-DPEN]). Solvent: C(C)#N (acetonitrile). Conditions: temperature 22.5 celsius, time 40 hour. Product: C(C)OC=1C=C(C=CC1OC)[C@H](CS(=O)(=O)C)O ((R)-1-(3-ethoxy-4-methoxyphenyl)-2-(methylsulfonyl)ethanol). Yield: 87.0%. RXN SMILES: [CH2:1]([O:3][C:4]1[CH:5]=[C:6]([C:12](=[O:18])[CH2:13][S:14]([CH3:17])(=[O:16])=[O:15])[CH:7]=[CH:8][C:9]=1[O:10][CH3:11])[CH3:2]>C(#N)C.CC1C=CC(C(C)C)=CC=1.CC1C=CC(S([N-][C@H]([C@@H](N)C2C=CC=CC=2)C2C=CC=CC=2)(=O)=O)=CC=1.Cl[Ru+]>[CH2:1]([O:3][C:4]1[CH:5]=[C:6]([C@@H:12]([OH:18])[CH2:13][S:14]([CH3:17])(=[O:16])=[O:15])[CH:7]=[CH:8][C:9]=1[O:10][CH3:11])[CH3:2] |f:2.3.4|. Reported procedure: A mixture of 1-(3-ethoxy-4-methoxyphenyl)-2-(methylsulfonyl)ethanone (1.2 g, 4.4 mmol), RuCl(p-cymene)[(S,S)-Ts-DPEN] (28 mg, 0.044 mmol), and 5:2 formic acid-triethylamine complex (2.2 mL) in acetonitrile (7.2 mL) was stirred at 20-25° C. for 40 h. The mixture was evaporated to dryness and the residue was chromatographed on a silica gel column, using a hexanes-ethyl acetate gradient. The appropriate fractions were pooled and evaporated. The residue was triturated with heptane (25 mL) and the re...